Dataset: the Open Reaction Database (ORD), a public repository of structured organic reaction records. Task: describe an organic reaction: reactants, conditions, products, and yield Reactants: ClC(Cl)(OC(OC(Cl)(Cl)Cl)=O)Cl (Triphosgene), ClC=1C=CC(=C(C1)NC1CCN(CC1)C(=O)OC(C)(C)C)CO (1,1-Dimethylethyl 4-{[5-chloro-2-(hydroxymethyl)phenyl]amino}piperidine-1-carboxylate), C(C)(C)N(C(C)C)CC (N,N-diisopropylethylamine). The solvent is O1CCCC1 (tetrahydrofuran). Reaction conditions: time 16 hour. The product is Cl.ClC1=CC2=C(COC(N2C2CCNCC2)=O)C=C1 (7-Chloro-1-piperidin-4-yl-1,4-dihydro-2H-3,1-benzoxazin-2-one hydrochloride). Reaction SMILES: [Cl:1]C(Cl)(O[C:5](=[O:11])[O:6][C:7](Cl)(Cl)Cl)Cl.[Cl:13][C:14]1[CH:15]=[CH:16][C:17](CO)=[C:18]([NH:20][CH:21]2[CH2:26][CH2:25][N:24](C(OC(C)(C)C)=O)[CH2:23][CH2:22]2)[CH:19]=1.C(N(CC)C(C)C)(C)C>O1CCCC1>[ClH:1].[Cl:13][C:14]1[CH:15]=[CH:16][C:17]2[CH2:7][O:6][C:5](=[O:11])[N:20]([CH:21]3[CH2:26][CH2:25][NH:24][CH2:23][CH2:22]3)[C:18]=2[CH:19]=1 |f:4.5|. Procedure: Triphosgene (1.6 g) was added to a stirred solution of the product from step (i) (5 g), N,N-diisopropylethylamine (5.2 ml) in tetrahydrofuran (50 ml) at 0° C. The mixture was stirred at room temperature for 16 h, the precipitate filtered and the filtrate evaporated under reduced pressure. Purification was by chromatography eluting with 20% ethyl acetate/toluene. The product was dissolved in dichloromethane then a solution of hydrogen chloride in 1,4-dioxane added. After 2 h the solvent was remov... The reactants are C[Mg]Br (methyl magnesium bromide), C1(CCC1)NC1=NC(=NC=C1C#N)SC (4-cyclobutylamino-2-methylsulfanyl-pyrimidine-5-carbonitrile), CC(=O)OC(=O)C (Ac2O). The solvent is C1(=CC=CC=C1)C (toluene). Run at time 30 minute. Yields the product C(#N)C=1C(=NC(=NC1)SC)N(C(C)=O)C1CCC1 (N-(5-cyano-2-methylsulfanyl-pyrimidin-4-yl)-N-cyclobutyl-acetamide). Isolated yield 49.6%. Reaction SMILES: C[Mg]Br.[CH:4]1([NH:8][C:9]2[C:14]([C:15]#[N:16])=[CH:13][N:12]=[C:11]([S:17][CH3:18])[N:10]=2)[CH2:7][CH2:6][CH2:5]1.[CH3:19][C:20](OC(C)=O)=[O:21]>C1(C)C=CC=CC=1>[C:15]([C:14]1[C:9]([N:8]([CH:4]2[CH2:5][CH2:6][CH2:7]2)[C:20](=[O:21])[CH3:19])=[N:10][C:11]([S:17][CH3:18])=[N:12][CH:13]=1)#[N:16]. Procedure details: A solution of methyl magnesium bromide (3.0 M in Et2O, 0.58 mL, 1.75 mmol) was added, at RT, to a solution of 4-cyclobutylamino-2-methylsulfanyl-pyrimidine-5-carbonitrile (350 mg, 1.59 mmol) in toluene (32 mL) and the resulting mixture was stirred for 30 min. Ac2O (3.0 mL, 31.8 mmol) was then added and the reaction mixture was heated at reflux for 5 days. The reaction mixture was then cooled to RT, quenched with water (100 mL) and extracted with EtOAc (2×100 mL). The combined organic extracts we... The reactants are OC(C)(C)C=1C(=CC2=CC=C(C=C2C1)OC)O (3-(1-hydroxy-1-methyl-ethyl)-6-methoxy-naphthalen-2-ol), C(C)[SiH](CC)CC (triethyl silane), FC(C(=O)O)(F)F (trifluoroacetic acid). Solvent: ClCCl (dichloromethane). Reaction conditions: time 40 minute. Product: C(C)(C)C=1C(=CC2=CC=C(C=C2C1)OC)O (3-isopropyl-6-methoxy-naphthalen-2-ol). Isolated yield 53.7%. Reaction SMILES: O[C:2]([C:5]1[C:6]([OH:17])=[CH:7][C:8]2[C:13]([CH:14]=1)=[CH:12][C:11]([O:15][CH3:16])=[CH:10][CH:9]=2)([CH3:4])[CH3:3].C([SiH](CC)CC)C.FC(F)(F)C(O)=O>ClCCl>[CH:2]([C:5]1[C:6]([OH:17])=[CH:7][C:8]2[C:13]([CH:14]=1)=[CH:12][C:11]([O:15][CH3:16])=[CH:10][CH:9]=2)([CH3:4])[CH3:3]. Procedure details: To a stirring solution of 3-(1-hydroxy-1-methyl-ethyl)-6-methoxy-naphthalen-2-ol (2.4 g, 10.33 mmol) in 50 mL dichloromethane at room temperature under nitrogen atmosphere, was added triethyl silane (16.5 mL, 103.3 mmol) followed by trifluoroacetic acid (7.96 mL, 103.3 mmol). The reaction mixture was stirred for 40 minutes, after which solvent was removed under reduced pressure. The residue was partitioned between dichloromethane and saturated aqueous potassium carbonate solution. The organic la... Reactants: S1C=CC=2C1=NC=CC2 (thieno[2,3-b]pyridine), ClS(=O)(=O)O (chlorosulfonic acid), ice, C(=O)(O)[O-].[Na+] (NaHCO3). Conditions: temperature 100 celsius. Product: S1C=C(C=2C1=NC=CC2)S(=O)(=O)Cl (Thieno[2,3-b]pyridine-3-sulfonyl chloride). As a reaction SMILES: [S:1]1[C:5]2=[N:6][CH:7]=[CH:8][CH:9]=[C:4]2[CH:3]=[CH:2]1.C([O-])(O)=O.[Na+].[Cl:15][S:16](O)(=[O:18])=[O:17]>>[S:1]1[C:5]2=[N:6][CH:7]=[CH:8][CH:9]=[C:4]2[C:3]([S:16]([Cl:15])(=[O:18])=[O:17])=[CH:2]1 |f:1.2|. Procedure details: A solution of thieno[2,3-b]pyridine (0.70 g, 5.2 mmoles), prepared as described in Example 1(A), in chlorosulfonic acid, (7 ml) was heated to 100° C. for 15 minutes, then cooled to ambient temperature and added to ice (100 ml). The pH of the aqueous phase as adjusted to 8 with sat. NaHCO3, then extracted with CHCl3 (2×125 ml). The organic phase was dried (MgSO4), filtered and concentrated to collect 0.95 g (78%) of the title compound as a tan solid. Reactants: Cl.Cl.NC1=C(C(=CC=C1)N)NCCO (2-[(2,6-diaminophenyl)amino]ethanol dihydrochloride), Br (hydrobromic acid). Conditions: temperature -20 celsius. Yields the product N1CCNC=2C(=CC=CC12)N (1,2,3,4-Tetrahydroquinoxalin-5-amine). As a reaction SMILES: Cl.Cl.[NH2:3][C:4]1[CH:9]=[CH:8][CH:7]=[C:6]([NH2:10])[C:5]=1[NH:11][CH2:12][CH2:13]O.Br>>[NH:3]1[C:4]2[CH:9]=[CH:8][CH:7]=[C:6]([NH2:10])[C:5]=2[NH:11][CH2:12][CH2:13]1 |f:0.1.2|. Reported procedure: 25 g (0.104 mol) of 2-[(2,6-diaminophenyl)amino]ethanol dihydrochloride are heated at 160° C. for 3 hours in 300 ml of a 62% hydrobromic acid solution. The reaction mixture is cooled to -20° C. until crystallization takes place and the precipitate obtained is dried, under nitrogen, with a mixture of methanol and ether. It is taken up in water, the pH is adjusted to alkaline with a concentrated sodium hydroxide solution and extraction is carried out with a dichloromethane/ether (50/50) mixture. D... The reactants are ice water, resultant solution, [Cl-].[Al+3].[Cl-].[Cl-] (aluminum chloride), BrC1=C(C=C(C=C1)OC)NC(C=C(C)C)=O (N-(2-Brom-5-methoxyphenyl)-3,3-dimethylacrylamide). The solvent is ClC1=CC(=CC=C1)Cl (m-dichlorobenzene). Reaction conditions: temperature 120 celsius, time 40 minute. Yields the product CC1(CC(NC2=CC=CC(=C12)O)=O)C (4,4-dimethyl-5-hydroxy-3,4-dihydrocarbostyril). The yield is 42.5%. As a reaction SMILES: Br[C:2]1[CH:7]=[CH:6][C:5]([O:8]C)=[CH:4][C:3]=1[NH:10][C:11](=[O:16])[CH:12]=[C:13]([CH3:15])[CH3:14].[Cl-].[Al+3].[Cl-].[Cl-]>ClC1C=CC=C(Cl)C=1>[CH3:14][C:13]1([CH3:15])[C:4]2[C:3](=[CH:2][CH:7]=[CH:6][C:5]=2[OH:8])[NH:10][C:11](=[O:16])[CH2:12]1 |f:1.2.3.4|. Procedure details: N-(2-Brom-5-methoxyphenyl)-3,3-dimethylacrylamide (530 mg, 1.87 mmol) was dissolved in m-dichlorobenzene (10 ml). To the resultant solution, aluminum chloride (1.24 g, 9.33 mmol) was added, and the mixture was stirred at 120° C. for 40 minutes. The reaction mixture was poured into ice-water, followed by extracting with chloroform-methanol (10:1), and drying. Subsequently, the residue was subjected to silica gel column chromatography (developer=chloroform-methanol =30:1). From the first eluate, 1...